This data is from the Open Reaction Database (ORD), a public repository of structured organic reaction records. The task is: describe an organic reaction: reactants, conditions, products, and yield The reactants are C(#N)C1=CC=C(C=C1)N1N=C2C(=CNC=3C=CC=CC23)C1=O (2-(p-cyanophenyl)-pyrazolo[4,3-c]quinolin-3(5H)-one), [OH-].[Na+] (sodium hydroxide), OO (hydrogen peroxide). Solvent: C(C)O (ethanol). The product is C(N)(=O)C1=CC=C(C=C1)N1N=C2C(=CNC=3C=CC=CC23)C1=O (2-(p-carbamoylphenyl)-pyrazolo [4,3-c]quinolin-3(5H)-one). RXN SMILES: [C:1]([C:3]1[CH:8]=[CH:7][C:6]([N:9]2[C:21](=[O:22])[C:12]3=[CH:13][NH:14][C:15]4[CH:16]=[CH:17][CH:18]=[CH:19][C:20]=4[C:11]3=[N:10]2)=[CH:5][CH:4]=1)#[N:2].[OH-:23].[Na+].OO>C(O)C>[C:1]([C:3]1[CH:8]=[CH:7][C:6]([N:9]2[C:21](=[O:22])[C:12]3=[CH:13][NH:14][C:15]4[CH:16]=[CH:17][CH:18]=[CH:19][C:20]=4[C:11]3=[N:10]2)=[CH:5][CH:4]=1)(=[O:23])[NH2:2] |f:1.2|. Procedure details: One gram of 2-(p-cyanophenyl)-pyrazolo[4,3-c]quinolin-3(5H)-one, 3.50 ml of 1 N aqueous sodium hydroxide and 10 ml of ethanol are mixed and stirred at room temperature until the solid has dissolved. The solution is then treated with 1.4 ml of 30% hydrogen peroxide, giving an immediate precipitate. After stirring for 2 hours at room temperature, the mixture is filtered, and the solid is crystallized from dimethylformamide, to yield the 2-(p-carbamoylphenyl)-pyrazolo [4,3-c]quinolin-3(5H)-one, sho... Reactants: C(C1=CC=CC=C1)OC(=O)N[C@@H]1CN(CC[C@H]1NC(=O)C=1NC(=C(N1)Cl)CC)C(=O)OC(C)(C)C (tert-Butyl trans(±)-3-{[(benzyloxy)carbonyl]amino}-4-{[(4-chloro-5-ethyl-1H-imidazol-2-yl)carbonyl]amino}piperidine-1-carboxylate), C([O-])([O-])=O.[Na+].[Na+] (sodium carbonate), BrC=1SC(=C(N1)C)C(=O)OCC (ethyl 2-bromo-4-methyl-1,3-thiazole-5-carboxylate). The product is C(C1=CC=CC=C1)OC(=O)N[C@@H]1CN(CC[C@H]1NC(=O)C=1NC(=C(N1)Cl)CC)C=1SC(=C(N1)C)C(=O)OCC (Ethyl trans(±)-2-(3-{[(benzyloxy)carbonyl]amino}-4-{[(4-chloro-5-ethyl-1H-imidazol-2-yl)carbonyl]amino}piperidin-1-yl)-4-methyl-1,3-thiazole-5-carboxylate). The yield is 84.2%. As a reaction SMILES: [CH2:1]([O:8][C:9]([NH:11][C@H:12]1[C@H:17]([NH:18][C:19]([C:21]2[NH:22][C:23]([CH2:27][CH3:28])=[C:24]([Cl:26])[N:25]=2)=[O:20])[CH2:16][CH2:15][N:14](C(OC(C)(C)C)=O)[CH2:13]1)=[O:10])[C:2]1[CH:7]=[CH:6][CH:5]=[CH:4][CH:3]=1.C(=O)([O-])[O-].[Na+].[Na+].Br[C:43]1[S:44][C:45]([C:49]([O:51][CH2:52][CH3:53])=[O:50])=[C:46]([CH3:48])[N:47]=1>>[CH2:1]([O:8][C:9]([NH:11][C@H:12]1[C@H:17]([NH:18][C:19]([C:21]2[NH:22][C:23]([CH2:27][CH3:28])=[C:24]([Cl:26])[N:25]=2)=[O:20])[CH2:16][CH2:15][N:14]([C:43]2[S:44][C:45]([C:49]([O:51][CH2:52][CH3:53])=[O:50])=[C:46]([CH3:48])[N:47]=2)[CH2:13]1)=[O:10])[C:2]1[CH:3]=[CH:4][CH:5]=[CH:6][CH:7]=1 |f:1.2.3|. Reported procedure: The same operation as in Example (1h) was performed using tert-butyl trans(±)-3-{[(benzyloxy)carbonyl]amino}-4-{[(4-chloro-5-ethyl-1H-imidazol-2-yl)carbonyl]amino}piperidine-1-carboxylate obtained in Example (79d) (85 mg, 0.17 mmol), sodium carbonate (160 mg, 1.51 mmol) and ethyl 2-bromo-4-methyl-1,3-thiazole-5-carboxylate (55 mg, 0.22 mmol), to obtain 82.3 mg of the title compound as a yellow solid (85%). Reactants: C(C1=CC=CC=C1)(=O)OC12C(CCCC1)O2 (racemic 1-benzoyloxy-1,2-epoxycyclohexane), (R)-(+)-binaphthol, CC=1C=CC(=CC1)S(=O)(=O)O (p-TsOH). The reagents and catalysts are CC(C)O[Ti](OC(C)C)(OC(C)C)OC(C)C (Ti(OiPr)4). The solvent is CCOCC (Et2O), C(Cl)Cl (CH2Cl2), C(Cl)Cl (CH2Cl2). Reaction conditions: time 7.5 hour. The product is C(C1=CC=CC=C1)(=O)O[C@H]1C(CCCC1)=O ((R)-2-benzoyloxycyclohexanone). The yield is 78.0%. As a reaction SMILES: [C:1]([O:9][C:10]12[O:16][CH:11]1[CH2:12][CH2:13][CH2:14][CH2:15]2)(=[O:8])[C:2]1[CH:7]=[CH:6][CH:5]=[CH:4][CH:3]=1.CC1C=CC(S(O)(=O)=O)=CC=1>C(Cl)Cl.CCOCC.CC(O[Ti](OC(C)C)(OC(C)C)OC(C)C)C>[C:1]([O:9][C@@H:10]1[CH2:15][CH2:14][CH2:13][CH2:12][C:11]1=[O:16])(=[O:8])[C:2]1[CH:3]=[CH:4][CH:5]=[CH:6][CH:7]=1. Reported procedure: To a solution of (R)-(+)-binaphthol (7.9 mg, 0.0275 mmol) in CH2Cl2 (0.5 mL) was added a solution of Ti(OiPr)4 (3.8 uL, 3.6 mg, 0.0125 mmol) in CH2Cl2 (0.5 mL). Upon stirring at room temperature for 5-10 h, the reaction mixture was concentrated and dried using a vacuum pump (ca. 0.5 h). The catalyst was then dissolved in Et2O (1 mL) and cooled in an ice bath. To this solution was added a solution of racemic 1-benzoyloxy-1,2-epoxycyclohexane (0.109 g, 0.5 mmol) in Et2O (1 mL). After stirring at 0...